From a dataset of the Open Reaction Database (ORD), a public repository of structured organic reaction records. describe an organic reaction: reactants, conditions, products, and yield Procedure: (A mixture of two diastereomers and their enantiomers.). To ammonium chloride (1.18 g, 22.1 mmol) in 20 mL of benzene at 0° C. was added trimethylaluminum (22.1 mmol, 11.0 mL of a 2.0 M solution in toluene) The resultant mixture was stirred for 30 minutes at 0° C., and warmed to room temperature for an additional 30 minutes. To the mixture was then added 6-Methyl-2-phenyl-piperidine-1,3-dicarboxylic acid 1-benzyl ester 3-methyl ester as a solution in 20 mL of benzene, and the resultant mixture w... Reactants: [Cl-].[NH4+] (ammonium chloride), C[Al](C)C (trimethylaluminum), solution, resultant mixture, COC(=O)C1C(N(C(CC1)C)C(=O)OCC1=CC=CC=C1)C1=CC=CC=C1 (6-Methyl-2-phenyl-piperidine-1,3-dicarboxylic acid 1-benzyl ester 3-methyl ester), resultant mixture. Yield: 36.0%. Run in C1=CC=CC=C1 (benzene), C1(=CC=CC=C1)C (toluene), C1=CC=CC=C1 (benzene). Yields the product C(C1=CC=CC=C1)OC(=O)N1[C@H]([C@@H](CC[C@H]1C)C(N)=O)C1=CC=CC=C1 ((2R,3R,6R)-3-Carbamoyl-6-methyl-2-phenyl-piperidine-1-carboxylic acid benzyl ester). Reaction conditions: temperature 0 celsius, time 30 minute. As a reaction SMILES: [Cl-].[NH4+:2].C[Al](C)C.C[O:8][C:9]([CH:11]1[CH2:16][CH2:15][CH:14]([CH3:17])[N:13]([C:18]([O:20][CH2:21][C:22]2[CH:27]=[CH:26][CH:25]=[CH:24][CH:23]=2)=[O:19])[CH:12]1[C:28]1[CH:33]=[CH:32][CH:31]=[CH:30][CH:29]=1)=O>C1C=CC=CC=1.C1(C)C=CC=CC=1>[CH2:21]([O:20][C:18]([N:13]1[C@H:14]([CH3:17])[CH2:15][CH2:16][C@@H:11]([C:9](=[O:8])[NH2:2])[C@@H:12]1[C:28]1[CH:33]=[CH:32][CH:31]=[CH:30][CH:29]=1)=[O:19])[C:22]1[CH:27]=[CH:26][CH:25]=[CH:24][CH:23]=1 |f:0.1|. The reactants are FC1=C(C=CC(=C1)F)CNC(COC)(C)C (N-(2,4-difluorophenylmethyl) -N-[dimethyl(methoxymethyl)methyl]amine), Na2WO4, [Na+].[Cl-] (NaCl), OO (H2O2). Solvent: CO (methanol), ice water. Conditions: time 15 hour. Yields the product FC1=C(C=CC(=C1)F)C=[N+]([O-])C(COC)(C)C (α-(2,4-difluorophenyl)-N-[dimethyl(methoxymethyl) methyl]nitrone). The yield is 51.0%. Reaction SMILES: [F:1][C:2]1[CH:7]=[C:6]([F:8])[CH:5]=[CH:4][C:3]=1[CH2:9][NH:10][C:11]([CH3:16])([CH3:15])[CH2:12][O:13][CH3:14].[OH:17]O.[Na+].[Cl-]>CO>[F:1][C:2]1[CH:7]=[C:6]([F:8])[CH:5]=[CH:4][C:3]=1[CH:9]=[N+:10]([C:11]([CH3:16])([CH3:15])[CH2:12][O:13][CH3:14])[O-:17] |f:2.3|. Procedure details: A solution of N-(2,4-difluorophenylmethyl)-N-[dimethyl(methoxymethyl)methyl]amine obtained in Example 14 (378.8 mg, 1.65 mmol) and Na2WO4 2H2O (84.3 mg, 0.256 mmol) in methanol (5 ml) was cooled to 0° C. in ice-water bath. To the mixture was added dropwise 31% H2O2 aqueous solution (439.3 mg, 4.00 mmol). After addition the mixture was gradually warmed to room temperature and stirred for 15 hours. The mixture was added to sat. NaCl aqueous solution and extracted three times with ethyl acetate and... Starting materials: BrC1=C2C=3C=CC(=CC3NC2=C(C=C1)C(N)=O)C(=O)OCC (ethyl 5-bromo-8-carbamoyl-9H-carbazole-2-carboxylate), Intermediate 48-1, F[B-](F)(F)F.F[B-](F)(F)F.ClC[N+]12CC[N+](CC1)(CC2)F (1-(chloromethyl)-4-fluoro-1,4-diazoniabicyclo[2.2.2]octane bis(tetrafluoroborate)). The solvent is C1CCOC1 (THF), CC#N (MeCN). Product: BrC1=C2C=3C=C(C(=CC3NC2=C(C=C1)C(N)=O)C(=O)OCC)F (ethyl 5-bromo-8-carbamoyl-3-fluoro-9H-carbazole-2-carboxylate). As a reaction SMILES: [Br:1][C:2]1[CH:14]=[CH:13][C:12]([C:15](=[O:17])[NH2:16])=[C:11]2[C:3]=1[C:4]1[CH:5]=[CH:6][C:7]([C:18]([O:20][CH2:21][CH3:22])=[O:19])=[CH:8][C:9]=1[NH:10]2.[F:23][B-](F)(F)F.F[B-](F)(F)F.ClC[N+]12CC[N+](F)(CC1)CC2>C1COCC1.CC#N>[Br:1][C:2]1[CH:14]=[CH:13][C:12]([C:15](=[O:17])[NH2:16])=[C:11]2[C:3]=1[C:4]1[CH:5]=[C:6]([F:23])[C:7]([C:18]([O:20][CH2:21][CH3:22])=[O:19])=[CH:8][C:9]=1[NH:10]2 |f:1.2.3|. Reported procedure: A mixture of ethyl 5-bromo-8-carbamoyl-9H-carbazole-2-carboxylate [synthesized according to the procedure described in U.S. Pat. No. 8,084,620, Intermediate 48-1] (0.100 g, 0.277 mmol) and 1-(chloromethyl)-4-fluoro-1,4-diazoniabicyclo[2.2.2]octane bis(tetrafluoroborate) [SELECTFLUOR®] (0.100 g, 0.554 mmol) in THF (2 mL) and MeCN (2 mL) was heated at 60° C. overnight. The cooled mixture was filtered and the filtrate was concentrated. The residue was purified using reverse-phase preparative HPLC t...